The task is: describe an organic reaction: reactants, conditions, products, and yield. This data is from the Open Reaction Database (ORD), a public repository of structured organic reaction records. Reactants: COc1cc2c(cc1N1CC(C)NC(C)C1)N(C(C)=O)CC2, [K+], [K+], O=C([O-])[O-]. The product is COc1cc2c(cc1N1CC(C)NC(C)C1)NCC2. RXN SMILES: [C:1](=[O:2])([CH3:3])[N:4]1[CH2:5][CH2:6][c:7]2[cH:8][c:9]([O:21][CH3:22])[c:10]([N:13]3[CH2:14][CH:15]([CH3:20])[NH:16][CH:17]([CH3:19])[CH2:18]3)[cH:11][c:12]21.[K+:23].[K+:24].[O-:25][C:26]([O-:27])=[O:28]>>[NH:4]1[CH2:5][CH2:6][c:7]2[cH:8][c:9]([O:21][CH3:22])[c:10]([N:13]3[CH2:14][CH:15]([CH3:20])[NH:16][CH:17]([CH3:19])[CH2:18]3)[cH:11][c:12]21. Starting materials: [H-].[Na+] (NaH), ClC1=CC(=[N+](C(=C1)C)[O-])C (4-chloro-2,6-dimethylpyridine-N-oxide), OCCCS (3-hydroxypropyl mercaptan). Run in CN1C(CCC1)=O (N-methylpyrrolidone), CN1C(CCC1)=O (NMP). Conditions: time 10 minute. Yields the product CC1=[N+](C(=CC(=C1)SCCCO)C)[O-] (2,6-Dimethyl-4-(3-hydroxypropylthio)pyridine-N-oxide). RXN SMILES: [H-].[Na+].[OH:3][CH2:4][CH2:5][CH2:6][SH:7].Cl[C:9]1[CH:14]=[C:13]([CH3:15])[N+:12]([O-:16])=[C:11]([CH3:17])[CH:10]=1>CN1CCCC1=O>[CH3:17][C:11]1[CH:10]=[C:9]([S:7][CH2:6][CH2:5][CH2:4][OH:3])[CH:14]=[C:13]([CH3:15])[N+:12]=1[O-:16] |f:0.1|. Procedure: 12 g of (60% strength) NaH are added in portions to 50 ml of dry N-methylpyrrolidone (NMP). The mixture is stirred for 10 min. 19 g (0.22 mol) of 3-hydroxypropyl mercaptan are metered in the course of 30 min and the mixture is stirred for a further 30 min until evolution of gas has ended. A solution of 28.8 g (0.2 mol) of 4-chloro-2,6-dimethylpyridine-N-oxide in 150 ml of NMP is then added dropwise in the course of 30 min, and the reaction mixture is stirred for 1 h at RT, then for 1 h at 70° C.... The reactants are NC1[C@@H]2N(C(=C(CS2=O)COC(=O)N2CCN(CC2)C)C(=O)OC(C2=CC=CC=C2)C2=CC=CC=C2)C1=O (benzhydryl 7-amino-3-(4-methyl-1-piperazinyl)carbonyloxymethyl-3-cephem-4-carboxylate-1-oxide), acid anhydride, C(=O)NC=1SC=C(N1)CC(=O)O (2-(2-formamidothiazol-4-yl)acetic acid), N1=C(C=CC=C1C)C (2,6-lutidine), C(C(C)(C)C)(=O)Cl (pivaloyl chloride). Run in C(Cl)Cl (methylene chloride), C(Cl)Cl (methylene chloride), C(C)N(CC)CC (triethylamine). Conditions: temperature 22 celsius, time 40 minute. Yields the product C(=O)NC=1SC=C(N1)CC(=O)NC1[C@@H]2N(C(=C(CS2=O)COC(=O)N2CCN(CC2)C)C(=O)OC(C2=CC=CC=C2)C2=CC=CC=C2)C1=O (benzhydryl 7-[2-(2-formamidothiazol-4-yl)acetamido]-3-(4-methyl-1-piperazinyl)carbonyloxymethyl-3-cephem-4-carboxylate-1-oxide). Yield: 78.4%. As a reaction SMILES: [CH:1]([NH:3][C:4]1[S:5][CH:6]=[C:7]([CH2:9][C:10]([OH:12])=O)[N:8]=1)=[O:2].N1C(C)=CC=CC=1C.C(Cl)(=O)C(C)(C)C.[NH2:28][CH:29]1[C:64](=[O:65])[N:31]2[C:32]([C:48]([O:50][CH:51]([C:58]3[CH:63]=[CH:62][CH:61]=[CH:60][CH:59]=3)[C:52]3[CH:57]=[CH:56][CH:55]=[CH:54][CH:53]=3)=[O:49])=[C:33]([CH2:37][O:38][C:39]([N:41]3[CH2:46][CH2:45][N:44]([CH3:47])[CH2:43][CH2:42]3)=[O:40])[CH2:34][S:35](=[O:36])[C@H:30]12>C(Cl)Cl.C(N(CC)CC)C>[CH:1]([NH:3][C:4]1[S:5][CH:6]=[C:7]([CH2:9][C:10]([NH:28][CH:29]2[C:64](=[O:65])[N:31]3[C:32]([C:48]([O:50][CH:51]([C:58]4[CH:63]=[CH:62][CH:61]=[CH:60][CH:59]=4)[C:52]4[CH:53]=[CH:54][CH:55]=[CH:56][CH:57]=4)=[O:49])=[C:33]([CH2:37][O:38][C:39]([N:41]4[CH2:46][CH2:45][N:44]([CH3:47])[CH2:43][CH2:42]4)=[O:40])[CH2:34][S:35](=[O:36])[C@H:30]23)=[O:12])[N:8]=1)=[O:2]. Reported procedure: A mixture of 2-(2-formamidothiazol-4-yl)acetic acid (0.70 g), 2,6-lutidine (0.44 ml), triethylamine (0.05 ml) and pivaloyl chloride (457 mg) in dry methylene chloride (10 ml) was stirred at -15° C. for 20 minutes, at 12° C. for 20 minutes and at 22° C. for a further 40 minutes. A mixture of benzhydryl 7-amino-3-(4-methyl-1-piperazinyl)carbonyloxymethyl-3-cephem-4-carboxylate-1-oxide (1.7 g) in methylene chloride (20 ml) was cooled to -30° C. and thereto was added the acid anhydride solution obta... Procedure: Prepared from (3S,5S)-5-[[4-(5-cyano-2-pyridyl)phenyl]oxymethyl]-3-[(methoxycarbonyl)methyl]-2-pyrrolidinone by saponification analogously to Example 13 and subsequent hydrogenation with Raney nickel in methanol/conc. aqueous ammonia. Starting materials: C(#N)C=1C=CC(=NC1)C1=CC=C(C=C1)OC[C@@H]1C[C@H](C(N1)=O)CC(=O)OC ((3S,5S)-5-[[4-(5-cyano-2-pyridyl)phenyl]oxymethyl]-3-[(methoxycarbonyl)methyl]-2-pyrrolidinone), N (ammonia). Yields the product NCC=1C=CC(=NC1)C1=CC=C(C=C1)OC[C@@H]1C[C@H](C(N1)=O)CC(=O)O ((3S,5S)-5-[[4-(5-Aminomethyl-2-pyridyl)phenyl]oxymethyl]-3-carboxymethyl-2-pyrrolidinone). As a reaction SMILES: [C:1]([C:3]1[CH:4]=[CH:5][C:6]([C:9]2[CH:14]=[CH:13][C:12]([O:15][CH2:16][C@H:17]3[NH:21][C:20](=[O:22])[C@H:19]([CH2:23][C:24]([O:26]C)=[O:25])[CH2:18]3)=[CH:11][CH:10]=2)=[N:7][CH:8]=1)#[N:2].N>[Ni].CO>[NH2:2][CH2:1][C:3]1[CH:4]=[CH:5][C:6]([C:9]2[CH:10]=[CH:11][C:12]([O:15][CH2:16][C@H:17]3[NH:21][C:20](=[O:22])[C@H:19]([CH2:23][C:24]([OH:26])=[O:25])[CH2:18]3)=[CH:13][CH:14]=2)=[N:7][CH:8]=1. The reagents and catalysts are [Ni] (Raney nickel). Solvent: CO (methanol). Reactants: NNc1ccc(Br)cn1, CO, CCN(C(C)C)C(C)C, CCOC(=O)C(F)(F)c1ccc(Cl)nn1. As a reaction SMILES: [Br:16][c:17]1[cH:18][cH:19][c:20]([NH:23][NH2:24])[n:21][cH:22]1.[CH3:34][OH:35].[CH:25]([N:26]([CH2:27][CH3:28])[CH:29]([CH3:30])[CH3:31])([CH3:32])[CH3:33].[Cl:1][c:2]1[cH:3][cH:4][c:5]([C:8]([C:9]([O:11][CH2:10][CH3:12])=[O:13])([F:14])[F:15])[n:6][n:7]1>>[Cl:1][c:2]1[cH:3][cH:4][c:5]([C:8]([C:9](=[O:11])[NH:24][NH:23][c:20]2[cH:19][cH:18][c:17]([Br:16])[cH:22][n:21]2)([F:14])[F:15])[n:6][n:7]1. Product: O=C(NNc1ccc(Br)cn1)C(F)(F)c1ccc(Cl)nn1. The reactants are O=P(Cl)(Cl)Cl (POCl3), O=C1C(=CC=C2C=CC=CN12)C(=O)OCC (Ethyl 4-oxo-4H-quinolizine-3-carboxylate), CN(C)C=O (DMF), O (water). Conditions: time 1 hour. The product is C(=O)C=1C=C(C(N2C=CC=CC12)=O)C(=O)OCC (Ethyl 1-Formyl-4-oxo-4H-quinolizine-3-carboxylate). Isolated yield 93.0%. Reaction SMILES: [O:1]=[C:2]1[N:11]2[C:6]([CH:7]=[CH:8][CH:9]=[CH:10]2)=[CH:5][CH:4]=[C:3]1[C:12]([O:14][CH2:15][CH3:16])=[O:13].O=P(Cl)(Cl)Cl.O.CN([CH:26]=[O:27])C>>[CH:26]([C:5]1[CH:4]=[C:3]([C:12]([O:14][CH2:15][CH3:16])=[O:13])[C:2](=[O:1])[N:11]2[C:6]=1[CH:7]=[CH:8][CH:9]=[CH:10]2)=[O:27]. Procedure details: Ethyl 4-oxo-4H-quinolizine-3-carboxylate (1) (1 g, 4.0 mmol) was dissolved in 2 ml DMF followed by the addition of POCl3 (1.0 ml, 11 mmol). The reaction mixture was stirred for 1 h, poured into 100 ml water and extracted three times with 100 ml dichloromethane. Evaporation of the organic solvent gave a sticky yellow solid, which was further purified by flash chromatography (ethyl acetate), followed by overnight stirring with 10 ml ether to remove the last traces of DMF. Filtration of the suspens... The reactants are CCO, NNC(=O)c1cc(Cl)ccc1O, O=Cc1cc(C(F)(F)F)cc(C(F)(F)F)c1, O, O=S(=O)(O)O. Yields the product O=C(NN=Cc1cc(C(F)(F)F)cc(C(F)(F)F)c1)c1cc(Cl)ccc1O. Reaction SMILES: [CH3:34][CH2:35][OH:36].[Cl:1][c:2]1[cH:3][cH:4][c:5]([OH:12])[c:6]([C:7](=[O:8])[NH:9][NH2:10])[cH:11]1.[F:13][C:14]([c:15]1[cH:16][c:17]([CH:18]=[O:19])[cH:20][c:21]([C:23]([F:24])([F:25])[F:26])[cH:22]1)([F:27])[F:28].[OH2:37].[S:29](=[O:30])(=[O:31])([OH:32])[OH:33]>>[Cl:1][c:2]1[cH:3][cH:4][c:5]([OH:12])[c:6]([C:7](=[O:8])[NH:9][N:10]=[CH:18][c:17]2[cH:16][c:15]([C:14]([F:13])([F:27])[F:28])[cH:22][c:21]([C:23]([F:24])([F:25])[F:26])[cH:20]2)[cH:11]1. Reactants: CI, COc1cccc2c1NC(=O)CC2, [H-], [H][H], [Na+], CN(C)C=O, O. Yields the product COc1cccc2c1N(C)C(=O)CC2. Reaction SMILES: [CH3:18][I:19].[CH3:1][O:2][c:3]1[cH:4][cH:5][cH:6][c:7]2[c:12]1[NH:11][C:10](=[O:13])[CH2:9][CH2:8]2.[H-:14].[H:16][H:17].[Na+:15].[O:20]=[CH:21][N:22]([CH3:23])[CH3:24].[OH2:25]>>[CH3:1][O:2][c:3]1[cH:4][cH:5][cH:6][c:7]2[c:12]1[N:11]([CH3:18])[C:10](=[O:13])[CH2:9][CH2:8]2. The reactants are C(C)(C)(C)OC(NC1=NC=CC=C1C=O)=O ((3-Formyl-pyridin-2-yl)-carbamic Acid tert-Butyl Ester), C(CC(=O)OCC)(=O)OCC (diethyl malonate), N1CCCCC1 (piperidine). Solvent: C(C)O (ethanol). Run at temperature 23 celsius. The product is C(C)OC(=O)C=1C(NC2=NC=CC=C2C1)=O (2-oxo-1,2-Dihydro-[1,8]naphthyridine-3-carboxylic Acid Ethyl Ester). As a reaction SMILES: C(O[C:6](=[O:16])[NH:7][C:8]1[C:13]([CH:14]=O)=[CH:12][CH:11]=[CH:10][N:9]=1)(C)(C)C.C(OCC)(=O)[CH2:18][C:19]([O:21][CH2:22][CH3:23])=[O:20].N1CCCCC1>C(O)C>[CH2:22]([O:21][C:19]([C:18]1[C:6](=[O:16])[NH:7][C:8]2[C:13]([CH:14]=1)=[CH:12][CH:11]=[CH:10][N:9]=2)=[O:20])[CH3:23]. Procedure details: A solution of 5-2 (1.53 g, 6.88 mmol, 1 equiv), diethyl malonate (2.09 mL, 13.8 mmol, 2.00 equiv), and piperidine (0.340 mL, 3.44 mmol, 0.500 equiv) in ethanol (20 mL) was heated at reflux for 16 h. The reaction mixture was allowed to cool to 23° C. The white crystals which formed were filtered and washed with ethanol (20 mL) to give 2-oxo-1,2-dihydro-[1,8]naphthyridine-3-carboxylic acid ethyl ester (5-3). 1H NMR (400 MHz, CDCl3) δ 11.9 (br s, 1H), 8.85 (dd, 1H, J=4.8, 1.7 Hz), 8.46 (s, 1H), 8.0... Starting materials: Br, CC(C)N(CCS(=O)(=O)c1ccc(Cl)c(Cl)c1)C(=O)Oc1ccccc1. The product is CC(C)NCCS(=O)(=O)c1ccc(Cl)c(Cl)c1. As a reaction SMILES: [BrH:27].[c:1]1([O:2][C:3](=[O:4])[N:9]([CH:10]([CH3:11])[CH3:12])[CH2:13][CH2:14][S:15](=[O:16])(=[O:17])[c:18]2[cH:19][c:20]([Cl:25])[c:21]([Cl:24])[cH:22][cH:23]2)[cH:5][cH:6][cH:7][cH:8][cH:26]1>>[NH:9]([CH:10]([CH3:11])[CH3:12])[CH2:13][CH2:14][S:15](=[O:16])(=[O:17])[c:18]1[cH:19][c:20]([Cl:25])[c:21]([Cl:24])[cH:22][cH:23]1.